This data is from the Open Reaction Database (ORD), a public repository of structured organic reaction records. The task is: describe an organic reaction: reactants, conditions, products, and yield Reactants: CCOC(C)=NC#N, CNC1c2cc(C#N)ccc2OC(C)(C)C1O, CCOC(C)=O. The product is CC(=NC#N)N(C)C1c2cc(C#N)ccc2OC(C)(C)C1O. As a reaction SMILES: [C:1](#[N:2])[N:3]=[C:4]([CH3:5])[O:6][CH2:7][CH3:8].[C:9](#[N:10])[c:11]1[cH:12][c:13]2[c:14]([cH:24][cH:25]1)[O:15][C:16]([CH3:22])([CH3:23])[CH:17]([OH:21])[CH:18]2[NH:19][CH3:20].[CH3:26][CH2:27][O:28][C:29](=[O:30])[CH3:31]>>[C:1](#[N:2])[N:3]=[C:4]([CH3:5])[N:19]([CH:18]1[c:13]2[cH:12][c:11]([C:9]#[N:10])[cH:25][cH:24][c:14]2[O:15][C:16]([CH3:22])([CH3:23])[CH:17]1[OH:21])[CH3:20]. Reactants: CC#N, Cl, [Na+], O=C([O-])O, Oc1cccnc1C1CCC2(CC1)OCCO2. Yields the product O=C1CCC(c2ncccc2O)CC1. Reaction SMILES: [CH3:24][C:25]#[N:26].[ClH:18].[Na+:23].[O-:19][C:20]([OH:21])=[O:22].[O:1]1[CH2:3][CH2:2][O:4][C:5]12[CH2:6][CH2:7][CH:8]([c:11]1[n:12][cH:13][cH:14][cH:15][c:16]1[OH:17])[CH2:9][CH2:10]2>>[O:4]=[C:5]1[CH2:6][CH2:7][CH:8]([c:11]2[n:12][cH:13][cH:14][cH:15][c:16]2[OH:17])[CH2:9][CH2:10]1. Reactants: CCCC(Oc1cc(C)c(-n2cc(C(F)(F)F)cn2)c(C)c1)c1ccc(C(=O)NCCC(=O)OCC)cc1, CO, [Li+], C1CCOC1, [OH-], O, O. The product is CCCC(Oc1cc(C)c(-n2cc(C(F)(F)F)cn2)c(C)c1)c1ccc(C(=O)NCCC(=O)O)cc1. As a reaction SMILES: [CH3:1][c:2]1[cH:3][c:4]([O:5][CH:6]([CH2:7][CH2:8][CH3:9])[c:10]2[cH:11][cH:12][c:13]([C:14](=[O:15])[NH:16][CH2:17][CH2:18][C:19](=[O:20])[O:21][CH2:22][CH3:23])[cH:24][cH:25]2)[cH:26][c:27]([CH3:38])[c:28]1-[n:29]1[n:30][cH:31][c:32]([C:34]([F:35])([F:36])[F:37])[cH:33]1.[CH3:48][OH:49].[Li+:47].[O:40]1[CH2:41][CH2:42][CH2:43][CH2:44]1.[OH-:46].[OH2:39].[OH2:45]>>[CH3:1][c:2]1[cH:3][c:4]([O:5][CH:6]([CH2:7][CH2:8][CH3:9])[c:10]2[cH:11][cH:12][c:13]([C:14](=[O:15])[NH:16][CH2:17][CH2:18][C:19](=[O:20])[OH:21])[cH:24][cH:25]2)[cH:26][c:27]([CH3:38])[c:28]1-[n:29]1[n:30][cH:31][c:32]([C:34]([F:35])([F:36])[F:37])[cH:33]1. Starting materials: BrCCBr, COC(=O)C(I)=CC1CCCCC1, C[Si](C)(C)Cl, [Cl-], Cc1nnnn1-c1ccc(I)cc1Cl, [NH4+], C1CCOC1, [Zn], c1ccc(P(c2ccccc2)c2ccccc2)cc1. The product is COC(=O)C(=CC1CCCCC1)c1ccc(-n2nnnc2C)c(Cl)c1. RXN SMILES: [Br:1][CH2:2][CH2:3][Br:4].[CH3:10][O:11][C:12]([C:13](=[CH:14][CH:15]1[CH2:16][CH2:17][CH2:18][CH2:19][CH2:20]1)[I:21])=[O:22].[CH3:5][Si:6]([Cl:7])([CH3:8])[CH3:9].[Cl-:56].[Cl:42][c:43]1[c:44](-[n:50]2[n:51][n:52][n:53][c:54]2[CH3:55])[cH:45][cH:46][c:47]([I:49])[cH:48]1.[NH4+:57].[O:58]1[CH2:59][CH2:60][CH2:61][CH2:62]1.[Zn:63].[c:23]1([P:24]([c:25]2[cH:26][cH:27][cH:28][cH:29][cH:30]2)[c:31]2[cH:32][cH:33][cH:34][cH:35][cH:36]2)[cH:37][cH:38][cH:39][cH:40][cH:41]1>>[CH3:10][O:11][C:12]([C:13](=[CH:14][CH:15]1[CH2:16][CH2:17][CH2:18][CH2:19][CH2:20]1)[c:47]1[cH:46][cH:45][c:44](-[n:50]2[n:51][n:52][n:53][c:54]2[CH3:55])[c:43]([Cl:42])[cH:48]1)=[O:22]. Starting materials: [Si](C)(C)(C(C)(C)C)OCC=1SSC(=CC1)C1=NNN(N1C1=CC=C(C=C1)O)SC (3-[(tert-butyldimethylsilyloxy)methyl]-6-[methylthio-[1-(4-hydroxyphenyl)-tetrazol-5-yl]]-1,2-dithiin), [F-].C(CCC)[N+](CCCC)(CCCC)CCCC (tetrabutylammonium fluoride). Solvent: C1CCOC1 (THF), C1CCOC1 (THF), C(C)(=O)O (acetic acid). Run at temperature 0 celsius, time 1 hour. The product is OCC=1SSC(=CC1)C1=NNN(N1C1=CC=C(C=C1)O)SC (3-(Hydroxymethyl)-6-[methylthio-[1-(4-hydroxyphenyl)tetrazol-5-yl]]-1,2-dithiin). Yield: 79.8%. RXN SMILES: [Si]([O:8][CH2:9][C:10]1[S:11][S:12][C:13]([C:16]2[N:20]([C:21]3[CH:26]=[CH:25][C:24]([OH:27])=[CH:23][CH:22]=3)[N:19]([S:28][CH3:29])[NH:18][N:17]=2)=[CH:14][CH:15]=1)(C(C)(C)C)(C)C.[F-].C([N+](CCCC)(CCCC)CCCC)CCC>C1COCC1.C(O)(=O)C>[OH:8][CH2:9][C:10]1[S:11][S:12][C:13]([C:16]2[N:20]([C:21]3[CH:26]=[CH:25][C:24]([OH:27])=[CH:23][CH:22]=3)[N:19]([S:28][CH3:29])[NH:18][N:17]=2)=[CH:14][CH:15]=1 |f:1.2|. Procedure details: To a stirred solution of the 3-[(tert-butyldimethylsilyloxy)methyl]-6-[methylthio-[1-(4-hydroxyphenyl)-tetrazol-5-yl]]-1,2-dithiin obtained above (440 mg, 0.94 mmol) in 4 mL of THF was added a solution of 7 mL of 1M tetrabutylammonium fluoride in THF and 4 mL of acetic acid. The reaction mixture was stirred for 1 h at 0° C. until TLC analysis showed the reaction to be complete, then concentrated in vacuo. The residue was partitioned between 60 mL of water and 90 mL ethyl acetate. The organic pha...